From a dataset of the Open Reaction Database (ORD), a public repository of structured organic reaction records. describe an organic reaction: reactants, conditions, products, and yield Reactants: C(#N)N1CCCCC1 (cyanopiperidine), C([O-])([O-])=O.[Na+].[Na+] (sodium carbonate), Cl.NO (hydroxylamine hydrochloride). Run in CO (methanol), O (water). The product is ONC(=N)N1CCCCC1 (hydroxycarbamimidoyl-piperidine). Reaction SMILES: Cl.[NH2:2][OH:3].[C:4]([N:6]1[CH2:11][CH2:10][CH2:9][CH2:8][CH2:7]1)#[N:5].C(=O)([O-])[O-].[Na+].[Na+]>O.CO>[OH:3][NH:2][C:4]([N:6]1[CH2:11][CH2:10][CH2:9][CH2:8][CH2:7]1)=[NH:5] |f:0.1,3.4.5|. Procedure details: Amidine (e) is readily produced from nitrites. More specifically, hydroxylamine hydrochloride dissolved in a suitable solvent, such as water, is reacted with cyanopiperidine (g) in the presence of a base such as sodium carbonate in a suitable solvent, such as in methanol and exposed to heat to provide the hydroxycarbamimidoyl-piperidine (h). The hydroxycarbamimidoylpiperidine (h) in a suitable solvent, such as acetic acid, is then hydrogenated via palladium catalyst in the presence of acetic aci... Reactants: N\C(=C\1/C(C2=C(S1)C=CC=C2)=O)\C2=CC=CC=C2 ((E)-2-[(amino)phenylmethylene]-benzo[b]thiophen-3(2H)-one), C(C)(=O)[O-].C[NH3+] (methylammonium acetate), CS(=O)C (dimethylsulfoxide). The solvent is CO (methanol). Yields the product CN\C(=C\1/C(C2=C(S1)C=CC=C2)=O)\C2=CC=CC=C2 ((E)-2-[(Methylamino)phenylmethylene]-benzo[b]thiophen-3(2H)-one). Yield: 58.0%. As a reaction SMILES: [NH2:1]/[C:2](/[C:13]1[CH:18]=[CH:17][CH:16]=[CH:15][CH:14]=1)=[C:3]1\[C:4](=[O:12])[C:5]2[CH:11]=[CH:10][CH:9]=[CH:8][C:6]=2[S:7]\1.[C:19]([O-])(=O)C.C[NH3+].CS(C)=O>CO>[CH3:19][NH:1]/[C:2](/[C:13]1[CH:18]=[CH:17][CH:16]=[CH:15][CH:14]=1)=[C:3]1\[C:4](=[O:12])[C:5]2[CH:11]=[CH:10][CH:9]=[CH:8][C:6]=2[S:7]\1 |f:1.2|. Reported procedure: A mixture of 2.53 gm (0.01 mol) of (E)-2-[(amino)phenylmethylene]-benzo[b]thiophen-3(2H)-one, 40.0 gm (0.44 mol) of methylammonium acetate and 10 ml of dimethylsulfoxide was heated for 5 hours to a reaction temperature of 130° to 140° C. Working up was in accordance with Example 65, and the desired compound, m.p. 154°-155° C. (methanol), was obtained with a yield of 58% of theory. The product was identical to that of Example 2 according to elemental analysis and thin-layer chromatogram. Starting materials: COC(=O)C(OC)(c1ccccc1)C(F)(F)F, CO, Cl, [Na+], [OH-]. Product: COC(C(=O)O)(c1ccccc1)C(F)(F)F. As a reaction SMILES: [CH3:1][O:2][C:3]([C:4](=[O:5])[O:6][CH3:7])([C:8]([F:9])([F:10])[F:11])[c:12]1[cH:13][cH:14][cH:15][cH:16][cH:17]1.[CH3:21][OH:22].[ClH:20].[Na+:19].[OH-:18]>>[CH3:1][O:2][C:3]([C:4](=[O:5])[OH:6])([C:8]([F:9])([F:10])[F:11])[c:12]1[cH:13][cH:14][cH:15][cH:16][cH:17]1. Starting materials: ClC=1C=C2N=C(C(=NC2=CC1N1C=NC(=C1)COC(NC1=CC=C(C=C1)C(=O)OCC)=O)C(=O)OCC)OCC (ethyl 6-chloro-3-ethoxy-7-(4-(((4-ethoxycarbonylphenyl)carbamoyloxy)methyl)imidazole-1-yl)quinoxaline-2-carboxylate), Br (hydrobromic acid), C(C)O (ethanol). The solvent is C(C)(=O)O (acetic acid). Conditions: time 3 hour. The product is ClC=1C=C2NC(C(=NC2=CC1N1C=NC(=C1)COC(NC1=CC=C(C=C1)C(=O)OCC)=O)C(=O)O)=O (6-Chloro-3,4-dihydro-7-(4-(((4-ethoxycarbonylphenyl)carbamoyloxy)methyl)imidazole-1-yl)-3-oxoquinoxaline-2-carboxylic Acid). The yield is 32.5%. As a reaction SMILES: [Cl:1][C:2]1[CH:3]=[C:4]2[C:9](=[CH:10][C:11]=1[N:12]1[CH:16]=[C:15]([CH2:17][O:18][C:19](=[O:32])[NH:20][C:21]3[CH:26]=[CH:25][C:24]([C:27]([O:29][CH2:30][CH3:31])=[O:28])=[CH:23][CH:22]=3)[N:14]=[CH:13]1)[N:8]=[C:7]([C:33]([O:35]CC)=[O:34])[C:6]([O:38]CC)=[N:5]2.Br.C(O)C>C(O)(=O)C>[Cl:1][C:2]1[CH:3]=[C:4]2[C:9](=[CH:10][C:11]=1[N:12]1[CH:16]=[C:15]([CH2:17][O:18][C:19](=[O:32])[NH:20][C:21]3[CH:22]=[CH:23][C:24]([C:27]([O:29][CH2:30][CH3:31])=[O:28])=[CH:25][CH:26]=3)[N:14]=[CH:13]1)[N:8]=[C:7]([C:33]([OH:35])=[O:34])[C:6](=[O:38])[NH:5]2. Procedure details: To a solution of ethyl 6-chloro-3-ethoxy-7-(4-(((4-ethoxycarbonylphenyl)carbamoyloxy)methyl)imidazole-1-yl)quinoxaline-2-carboxylate (64.0 mg, 113 μmol) in acetic acid (3 ml) was added 47% hydrobromic acid (0.3 ml), and the mixture was stirred for 3 hours at room temperature. After allowed to stand overnight, the mixture was stirred for 1 hour at 40° C. After cooling, ethanol was added to the residue obtained by concentrating the reaction mixture under reduced pressure. The precipitated crystals...